This data is from the Open Reaction Database (ORD), a public repository of structured organic reaction records. The task is: describe an organic reaction: reactants, conditions, products, and yield Reactants: C([O-])([O-])=O.[Na+].[Na+] (sodium carbonate), IC1=CC=C(C=C1)S(=O)(=O)Cl (4-iodo-benzenesulfonyl chloride), OS(=O)(=O)O (H2SO4), [OH-].[Na+] (sodium hydroxide). The solvent is O (water), O1CCOCC1 (1,4-dioxane). Run at time 30 minute. Yields the product IC1=CC=C(C=C1)S(=O)O (4-iodo-benzenesulfinic acid). The yield is 94.0%. As a reaction SMILES: C(=O)([O-])[O-].[Na+].[Na+].[I:7][C:8]1[CH:13]=[CH:12][C:11]([S:14](Cl)(=[O:16])=[O:15])=[CH:10][CH:9]=1.[OH-].[Na+].OS(O)(=O)=O>O.O1CCOCC1>[I:7][C:8]1[CH:13]=[CH:12][C:11]([S:14]([OH:16])=[O:15])=[CH:10][CH:9]=1 |f:0.1.2,4.5|. Reported procedure: A solution of sodium carbonate (9.4 g, 74.375 mmol) in water (30 mL, 10 v/w) was dropwise added to a solution of 4-iodo-benzenesulfonyl chloride (3 g, 9.917 mmol) in 1,4-dioxane (15 mL, 5 v/w) at room temperature, followed by stirring at room temperature for 30 min. Then, 1N aqueous sodium hydroxide was dropwise added thereto so as to adjust the pH of the reaction mixture to 14, followed by stirring at room temperature for 12 hours. The reaction mixture was cooled to 0° C., and conc. H2SO4 solut... Starting materials: C1(C=2C(C(N1OCC1(C(=O)OC)CC=CC=C1)=O)=CC=CC2)=O (methyl 1-(phthalimidooxymethyl)benzoate), O.NN (hydrazine hydrate). The solvent is CO (methanol). The product is C1ONC(C2=C1C=CC=C2)=O (1H-2,3-benzoxazin-4(3H)-one). The yield is 21.4%. As a reaction SMILES: [C:1]1(=[O:23])[N:5]([O:6][CH2:7][C:8]2([CH:17]=[CH:16][CH:15]=[CH:14][CH2:13]2)C(OC)=O)C(=O)C2=CC=CC=C12.O.NN>CO>[CH2:7]1[C:8]2[CH:13]=[CH:14][CH:15]=[CH:16][C:17]=2[C:1](=[O:23])[NH:5][O:6]1 |f:1.2|. Reported procedure: This reaction was run in the same manner as Example 6, Part B, using 52.5 grams (0.169 mole) of methyl 1-(phthalimidooxymethyl)benzoate and 17.0 grams (0.34 mole) of hydrazine hydrate in 800 ml of methanol to give 5.4 grams of 1H-2,3-benzoxazin-4(3H)-one; m.p. 123°-125° C. Reactants: Ag2O, [OH-].[Na+] (NaOH), FC1=C(C=O)C=CC(=C1)OC (2-fluoro-4-methoxybenzaldehyde). Run in O (water). Run at time 1 hour. Yields the product FC1=C(C(=O)O)C=CC(=C1)OC (2-Fluoro-4-methoxybenzoic acid). The yield is 82.1%. As a reaction SMILES: [OH-:1].[Na+].[F:3][C:4]1[CH:11]=[C:10]([O:12][CH3:13])[CH:9]=[CH:8][C:5]=1[CH:6]=[O:7]>O>[F:3][C:4]1[CH:11]=[C:10]([O:12][CH3:13])[CH:9]=[CH:8][C:5]=1[C:6]([OH:1])=[O:7] |f:0.1|. Procedure: Into a warm (55° C.) mixture of Ag2O (13.5 g, 58.4 mmol), NaOH (19.5 g, 487 mmol) and water (200 mL) was added 2-fluoro-4-methoxybenzaldehyde (15 g, 97.4 mmol). The mixture was stirred for 1 h, filtered off and the precipitated solids were washed with hot water (10 mL). The filtrate was added slowly into cold (0° C.) HCl (5N) with vigorous stirring. The precipitated solid was filtered, washed with water and dried to give a white solid (13.6 g, 82% yield, m.p. 194-196° C.); MS m/e 169 (M−H)+. Reactants: S(=O)(=O)(C(F)(F)F)OS(=O)(=O)C(F)(F)F (Triflic anhydride), C(C1=CC=CC=C1)C=1NC(C2=C(CCN(CC2)C(=O)OC(C)(C)C)N1)=O (Tert-butyl 2-benzyl-4-oxo-5,6,8,9-tetrahydro-7H-pyrimido[4,5-d]azepine-7-carboxylate), N1=CC=CC=C1 (pyridine). The solvent is C(Cl)Cl (CH2Cl2). Run at time 1 hour. The product is C(C1=CC=CC=C1)C=1N=C(C2=C(CCN(CC2)C(=O)OC(C)(C)C)N1)OS(=O)(=O)C(F)(F)F (Tert-butyl 2-benzyl-4-{[(trifluoromethyl)sulfonyl]oxy}-5,6,8,9-tetrahydro-7H-pyrimido[4,5-d]azepine-7-carboxylate). The yield is 97.5%. Reaction SMILES: [S:1]([O:8]S(C(F)(F)F)(=O)=O)([C:4]([F:7])([F:6])[F:5])(=[O:3])=[O:2].[CH2:16]([C:23]1[NH:24][C:25](=O)[C:26]2[CH2:32][CH2:31][N:30]([C:33]([O:35][C:36]([CH3:39])([CH3:38])[CH3:37])=[O:34])[CH2:29][CH2:28][C:27]=2[N:40]=1)[C:17]1[CH:22]=[CH:21][CH:20]=[CH:19][CH:18]=1.N1C=CC=CC=1>C(Cl)Cl>[CH2:16]([C:23]1[N:24]=[C:25]([O:8][S:1]([C:4]([F:7])([F:6])[F:5])(=[O:3])=[O:2])[C:26]2[CH2:32][CH2:31][N:30]([C:33]([O:35][C:36]([CH3:38])([CH3:37])[CH3:39])=[O:34])[CH2:29][CH2:28][C:27]=2[N:40]=1)[C:17]1[CH:18]=[CH:19][CH:20]=[CH:21][CH:22]=1. Reported procedure: Triflic anhydride (516 mg, 0.30 mL, 1.83 mmol) was added dropwise to a solution of the product of Step A (500 mg, 1.41 mmol) and pyridine (167 mg, 0.17 mL, 2.11 mmol) in CH2Cl2 (5.0 mL) at 0° C. The resulting solution was allowed to warm to room temperature and stirred for 1 h. The reaction mixture was quenched by addition of water then partitioned between 5% citric acid and ethyl acetate. The organic layer was washed with sodium bicarbonate (sat.), dried over magnesium sulfate and concentrated ... Starting materials: [OH-].[Li+] (Lithium hydroxide), C(C1=CC=CC=C1)OC1=C(C=C(C=C1)[C@H](CNC(CC=1C=C(C=CC1)CC(=O)OC)(C)C)O[Si](C)(C)C(C)(C)C)CO (methyl (3-{2-[((2R)-2-[4-(benzyloxy)-3-(hydroxymethyl)phenyl]-2-{[tert-butyl(dimethyl)silyl]oxy}ethyl)amino]-2-methylpropyl}phenyl)acetate). Solvent: O1CCCC1 (tetrahydrofuran), CO (methanol). Conditions: time 18 hour. Product: C(C1=CC=CC=C1)OC1=C(C=C(C=C1)[C@H](CNC(CC=1C=C(C=CC1)CC(=O)O)(C)C)O[Si](C)(C)C(C)(C)C)CO ((3-{2-[((2R)-2-[4-(Benzyloxy)-3-(hydroxymethyl)phenyl]-2-{(tert-butyl(dimethyl)silyl]oxy}ethyl)amino]-2-methylpropyl}phenyl)acetic acid). The yield is 94.0%. Reaction SMILES: [OH-].[Li+].[CH2:3]([O:10][C:11]1[CH:16]=[CH:15][C:14]([C@@H:17]([O:35][Si:36]([C:39]([CH3:42])([CH3:41])[CH3:40])([CH3:38])[CH3:37])[CH2:18][NH:19][C:20]([CH3:34])([CH3:33])[CH2:21][C:22]2[CH:23]=[C:24]([CH2:28][C:29]([O:31]C)=[O:30])[CH:25]=[CH:26][CH:27]=2)=[CH:13][C:12]=1[CH2:43][OH:44])[C:4]1[CH:9]=[CH:8][CH:7]=[CH:6][CH:5]=1>O1CCCC1.CO>[CH2:3]([O:10][C:11]1[CH:16]=[CH:15][C:14]([C@@H:17]([O:35][Si:36]([C:39]([CH3:42])([CH3:41])[CH3:40])([CH3:37])[CH3:38])[CH2:18][NH:19][C:20]([CH3:34])([CH3:33])[CH2:21][C:22]2[CH:23]=[C:24]([CH2:28][C:29]([OH:31])=[O:30])[CH:25]=[CH:26][CH:27]=2)=[CH:13][C:12]=1[CH2:43][OH:44])[C:4]1[CH:5]=[CH:6][CH:7]=[CH:8][CH:9]=1 |f:0.1|. Procedure details: Lithium hydroxide solution (1M in water, 16.2 mL, 16.2 mmol) was added to a solution of methyl (3-{2-[((2R)-2-[4-(benzyloxy)-3-(hydroxymethyl)phenyl]-2-{[tert-butyl(dimethyl)silyl]oxy}ethyl)amino]-2-methylpropyl}phenyl)acetate (preparation 147), (4.80 g, 8.1 mmol) in tetrahydrofuran (49 mL) and methanol (17 mL) and the mixture was stirred at room temperature for 18 hours. The reaction mixture was then concentrated in vacuo and the residue was diluted with water and acidified to pH 7 with 1M hydr... The reactants are CC(=O)[O-], CCCCCCN(CCCCCC)c1ccccc1, [Na+], CN(C)C=O. Product: CCCCCCN(CCCCCC)c1ccc(C=O)cc1. RXN SMILES: [C:20]([O-:21])(=[O:22])[CH3:23].[CH2:1]([CH2:2][CH2:3][CH2:4][CH2:5][CH3:6])[N:7]([c:8]1[cH:9][cH:10][cH:11][cH:12][cH:13]1)[CH2:14][CH2:15][CH2:16][CH2:17][CH2:18][CH3:19].[Na+:24].[O:25]=[CH:26][N:27]([CH3:28])[CH3:29]>>[CH2:1]([CH2:2][CH2:3][CH2:4][CH2:5][CH3:6])[N:7]([c:8]1[cH:9][cH:10][c:11]([CH:20]=[O:22])[cH:12][cH:13]1)[CH2:14][CH2:15][CH2:16][CH2:17][CH2:18][CH3:19].